This data is from the Open Reaction Database (ORD), a public repository of structured organic reaction records. The task is: describe an organic reaction: reactants, conditions, products, and yield Starting materials: C1(CC1)COC1=C(C=CC(=N1)C(=O)O)N1CC(C1)(F)F (6-cyclopropylmethoxy-5-(3,3-difluoro-azetidin-1-yl)-pyridine-2-carboxylic acid), Cl.N[C@H](C(=O)N)CCSC ((2S)-2-amino-4-(methylthio)-butanamide, monohydrochloride). Yields the product C(N)(=O)[C@H](CCSC)NC(=O)C1=NC(=C(C=C1)N1CC(C1)(F)F)OCC1CC1 (6-Cyclopropylmethoxy-5-(3,3-difluoro-azetidin-1-yl)-pyridine-2-carboxylic acid ((S)-1-carbamoyl-3-methylsulfanyl-propyl)-amide). Reaction SMILES: [CH:1]1([CH2:4][O:5][C:6]2[N:11]=[C:10]([C:12]([OH:14])=O)[CH:9]=[CH:8][C:7]=2[N:15]2[CH2:18][C:17]([F:20])([F:19])[CH2:16]2)[CH2:3][CH2:2]1.Cl.[NH2:22][C@@H:23]([CH2:27][CH2:28][S:29][CH3:30])[C:24]([NH2:26])=[O:25]>>[C:24]([C@@H:23]([NH:22][C:12]([C:10]1[CH:9]=[CH:8][C:7]([N:15]2[CH2:18][C:17]([F:20])([F:19])[CH2:16]2)=[C:6]([O:5][CH2:4][CH:1]2[CH2:2][CH2:3]2)[N:11]=1)=[O:14])[CH2:27][CH2:28][S:29][CH3:30])(=[O:25])[NH2:26] |f:1.2|. Reported procedure: The title compound was synthesized in analogy to Example 1, using 6-cyclopropylmethoxy-5-(3,3-difluoro-azetidin-1-yl)-pyridine-2-carboxylic acid (Example 69 b) and (2S)-2-amino-4-(methylthio)-butanamide, monohydrochloride (CAN 14510-08-1) as starting materials. MS (EI): m/e=415.16 [M+H]+.